This data is from the Open Reaction Database (ORD), a public repository of structured organic reaction records. The task is: describe an organic reaction: reactants, conditions, products, and yield The reactants are FC1=CC(=C(C=C1)S(=O)(=O)NC1=CC=C2C3=C(COC2=C1C(=O)OC)OC=C3)\C=C/CN3CCOCC3 (methyl 7-{4-fluoro-2-[(Z)-3-(morpholin-4-yl)prop-1-enyl]-benzenesulfonylamino}-4H-furo[2,3-c]chromene-6-carboxylate), FC1=CC(=C(C=C1)S(=O)(=O)NC1=CC=C2C3=C(COC2=C1C(=O)OC)OC=C3)\C=C/CN3CCOCC3 (methyl 7-{4-fluoro-2-[(Z)-3-(morpholin-4-yl)prop-1-enyl]-benzenesulfonylamino}-4H-furo[2,3-c]chromene-6-carboxylate), O.[OH-].[Li+] (lithium hydroxide monohydrate), C(=O)O (formic acid). Solvent: O (water), O1CCOCC1 (dioxane), C(C)O (ethanol). Yields the product FC1=CC(=C(C=C1)S(=O)(=O)NC1=CC=C2C3=C(COC2=C1C(=O)O)OC=C3)\C=C/CN3CCOCC3 (7-{4-fluoro-2-[(Z)-3-(morpholin-4-yl)prop-1-enyl]benzenesulfonylamino}-4H-furo[2,3-c]chromene-6-carboxylic acid). Isolated yield 39.0%. Reaction SMILES: [F:1][C:2]1[CH:7]=[CH:6][C:5]([S:8]([NH:11][C:12]2[C:21]([C:22]([O:24]C)=[O:23])=[C:20]3[C:15]([C:16]4[CH:28]=[CH:27][O:26][C:17]=4[CH2:18][O:19]3)=[CH:14][CH:13]=2)(=[O:10])=[O:9])=[C:4](/[CH:29]=[CH:30]\[CH2:31][N:32]2[CH2:37][CH2:36][O:35][CH2:34][CH2:33]2)[CH:3]=1.O.[OH-].[Li+].C(O)=O>O.O1CCOCC1.C(O)C>[F:1][C:2]1[CH:7]=[CH:6][C:5]([S:8]([NH:11][C:12]2[C:21]([C:22]([OH:24])=[O:23])=[C:20]3[C:15]([C:16]4[CH:28]=[CH:27][O:26][C:17]=4[CH2:18][O:19]3)=[CH:14][CH:13]=2)(=[O:9])=[O:10])=[C:4](/[CH:29]=[CH:30]\[CH2:31][N:32]2[CH2:33][CH2:34][O:35][CH2:36][CH2:37]2)[CH:3]=1 |f:1.2.3|. Procedure: A mixture of methyl 7-{4-fluoro-2-[(Z)-3-(morpholin-4-yl)prop-1-enyl]-benzenesulfonylamino}-4H-furo[2,3-c]chromene-6-carboxylate (Intermediate 51, 0.408 g) and lithium hydroxide monohydrate (0.526 g) in water (2.5 mL) and dioxane (10 mL), was sealed in a microwave vial and irradiated in the microwave at 135° C. for 45 minutes. After cooling, the mixture was diluted with ethanol, acidified with formic acid and evaporated to dryness. The residue was triturated with 10% methanol in DCM and filtered...